Dataset: the Open Reaction Database (ORD), a public repository of structured organic reaction records. Task: describe an organic reaction: reactants, conditions, products, and yield Reactants: COCOc1cccnc1C(=O)c1ccc(F)c(Br)c1, CC(C)=O, [Na+], [OH-], O. The product is O=C(c1ccc(F)c(Br)c1)c1ncccc1O. Reaction SMILES: [Br:1][c:2]1[cH:3][c:4]([C:5](=[O:6])[c:7]2[n:8][cH:9][cH:10][cH:11][c:12]2[O:13][CH2:14][O:15][CH3:16])[cH:17][cH:18][c:19]1[F:20].[CH3:21][C:22](=[O:23])[CH3:24].[Na+:26].[OH-:25].[OH2:27]>>[Br:1][c:2]1[cH:3][c:4]([C:5](=[O:6])[c:7]2[n:8][cH:9][cH:10][cH:11][c:12]2[OH:13])[cH:17][cH:18][c:19]1[F:20].